From a dataset of the Open Reaction Database (ORD), a public repository of structured organic reaction records. describe an organic reaction: reactants, conditions, products, and yield Starting materials: [BH4-], O=Cc1ccc2ccccc2c1OCc1ccccc1, CO, [Na+]. Yields the product OCc1ccc2ccccc2c1OCc1ccccc1. RXN SMILES: [BH4-:21].[CH2:1]([c:2]1[cH:3][cH:4][cH:5][cH:6][cH:7]1)[O:8][c:9]1[c:10]([CH:19]=[O:20])[cH:11][cH:12][c:13]2[cH:14][cH:15][cH:16][cH:17][c:18]12.[CH3:23][OH:24].[Na+:22]>>[CH2:1]([c:2]1[cH:3][cH:4][cH:5][cH:6][cH:7]1)[O:8][c:9]1[c:10]([CH2:19][OH:20])[cH:11][cH:12][c:13]2[cH:14][cH:15][cH:16][cH:17][c:18]12. Reactants: O=[N+]([O-])c1cc(Oc2ccccc2)ccc1Cl, Cl, NCC1CCCCC1, CN(C)C=O. Product: O=[N+]([O-])c1cc(Oc2ccccc2)ccc1NCC1CCCCC1. As a reaction SMILES: [Cl:1][c:2]1[c:3]([N+:15](=[O:16])[O-:17])[cH:4][c:5]([O:8][c:9]2[cH:10][cH:11][cH:12][cH:13][cH:14]2)[cH:6][cH:7]1.[ClH:26].[NH2:18][CH2:19][CH:20]1[CH2:21][CH2:22][CH2:23][CH2:24][CH2:25]1.[O:27]=[CH:28][N:29]([CH3:30])[CH3:31]>>[c:2]1([NH:18][CH2:19][CH:20]2[CH2:21][CH2:22][CH2:23][CH2:24][CH2:25]2)[c:3]([N+:15](=[O:16])[O-:17])[cH:4][c:5]([O:8][c:9]2[cH:10][cH:11][cH:12][cH:13][cH:14]2)[cH:6][cH:7]1. Reactants: CN(C)C=O, ClCCl, COc1cc(OCc2sc(-c3ccc(C(F)(F)F)cc3)nc2CO)ccc1-c1noc(=O)[nH]1. Yields the product COc1cc(OCc2sc(-c3ccc(C(F)(F)F)cc3)nc2C=O)ccc1-c1noc(=O)[nH]1. Reaction SMILES: [CH3:37][N:38]([CH3:39])[CH:40]=[O:41].[Cl:34][CH2:35][Cl:36].[OH:1][CH2:2][c:3]1[n:4][c:5](-[c:24]2[cH:25][cH:26][c:27]([C:30]([F:31])([F:32])[F:33])[cH:28][cH:29]2)[s:6][c:7]1[CH2:8][O:9][c:10]1[cH:11][c:12]([O:22][CH3:23])[c:13](-[c:16]2[n:17][o:18][c:19](=[O:21])[nH:20]2)[cH:14][cH:15]1>>[O:1]=[CH:2][c:3]1[n:4][c:5](-[c:24]2[cH:25][cH:26][c:27]([C:30]([F:31])([F:32])[F:33])[cH:28][cH:29]2)[s:6][c:7]1[CH2:8][O:9][c:10]1[cH:11][c:12]([O:22][CH3:23])[c:13](-[c:16]2[n:17][o:18][c:19](=[O:21])[nH:20]2)[cH:14][cH:15]1. Reactants: CC(C)(C)OC(=O)CCNCc1ccc(C(C)(C)C)cc1, ClCCCl, ClCCl, Cl, O=C(O)c1cccc2cc[nH]c12. Yields the product CC(C)(C)OC(=O)CCN(Cc1ccc(C(C)(C)C)cc1)C(=O)c1cccc2cc[nH]c12. As a reaction SMILES: [C:1]([CH3:2])([CH3:3])([CH3:4])[O:5][C:6]([CH2:7][CH2:8][NH:9][CH2:10][c:11]1[cH:12][cH:13][c:14]([C:17]([CH3:18])([CH3:19])[CH3:20])[cH:15][cH:16]1)=[O:21].[CH2:34]([Cl:35])[CH2:36][Cl:37].[Cl:39][CH2:40][Cl:41].[ClH:38].[nH:22]1[cH:23][cH:24][c:25]2[cH:26][cH:27][cH:28][c:29]([C:31](=[O:32])[OH:33])[c:30]12>>[C:1]([CH3:2])([CH3:3])([CH3:4])[O:5][C:6]([CH2:7][CH2:8][N:9]([CH2:10][c:11]1[cH:12][cH:13][c:14]([C:17]([CH3:18])([CH3:19])[CH3:20])[cH:15][cH:16]1)[C:31]([c:29]1[cH:28][cH:27][cH:26][c:25]2[cH:24][cH:23][nH:22][c:30]21)=[O:32])=[O:21]. Reported procedure: Ethyl [(4-{[1-(3-bromophenyl)pentyl]oxy}-2-methylphenyl)oxy]acetate (200 mg, 0.46 mmol) was dissolved in dry THF (3 mL), and treated with 4-(trifluoromethyl)benzeneboronic acid (104 mg, 0.55 mmol), Pd(PPh3)4 (53 mg, 0.046 mmol) and sodium carbonate (146 mg, 1.38 mmol) in water (2 mL). The mixture was then heated at 70° C. for 3 hours, cooled to rt and partitioned between EtOAc and water. The layers were separated and the organic layer washed with brine, dried (Na2SO4) and concentrated to give a ... Reagents/catalysts: C=1C=CC(=CC1)[P](C=2C=CC=CC2)(C=3C=CC=CC3)[Pd]([P](C=4C=CC=CC4)(C=5C=CC=CC5)C=6C=CC=CC6)([P](C=7C=CC=CC7)(C=8C=CC=CC8)C=9C=CC=CC9)[P](C=1C=CC=CC1)(C=1C=CC=CC1)C=1C=CC=CC1 (Pd(PPh3)4). Run at temperature 70 celsius. Isolated yield 61.7%. Reactants: FC(C1=CC=C(C=C1)B(O)O)(F)F (4-(trifluoromethyl)benzeneboronic acid), C([O-])([O-])=O.[Na+].[Na+] (sodium carbonate), BrC=1C=C(C=CC1)C(CCCC)OC1=CC(=C(C=C1)OCC(=O)OCC)C (Ethyl [(4-{[1-(3-bromophenyl)pentyl]oxy}-2-methylphenyl)oxy]acetate). The product is CC1=C(C=CC(=C1)OC(CCCC)C=1C=C(C=CC1)C1=CC=C(C=C1)C(F)(F)F)OCC(=O)OCC (Ethyl {[2-methyl-4-({1-[4′-(trifluoromethyl)-3-biphenylyl]pentyl}oxy)phenyl]oxy}acetate). Run in O (water), C1CCOC1 (THF). RXN SMILES: Br[C:2]1[CH:3]=[C:4]([CH:8]([O:13][C:14]2[CH:19]=[CH:18][C:17]([O:20][CH2:21][C:22]([O:24][CH2:25][CH3:26])=[O:23])=[C:16]([CH3:27])[CH:15]=2)[CH2:9][CH2:10][CH2:11][CH3:12])[CH:5]=[CH:6][CH:7]=1.[F:28][C:29]([F:40])([F:39])[C:30]1[CH:35]=[CH:34][C:33](B(O)O)=[CH:32][CH:31]=1.C(=O)([O-])[O-].[Na+].[Na+]>C1COCC1.O.C1C=CC([P]([Pd]([P](C2C=CC=CC=2)(C2C=CC=CC=2)C2C=CC=CC=2)([P](C2C=CC=CC=2)(C2C=CC=CC=2)C2C=CC=CC=2)[P](C2C=CC=CC=2)(C2C=CC=CC=2)C2C=CC=CC=2)(C2C=CC=CC=2)C2C=CC=CC=2)=CC=1>[CH3:27][C:16]1[CH:15]=[C:14]([O:13][CH:8]([C:4]2[CH:3]=[C:2]([C:33]3[CH:34]=[CH:35][C:30]([C:29]([F:40])([F:39])[F:28])=[CH:31][CH:32]=3)[CH:7]=[CH:6][CH:5]=2)[CH2:9][CH2:10][CH2:11][CH3:12])[CH:19]=[CH:18][C:17]=1[O:20][CH2:21][C:22]([O:24][CH2:25][CH3:26])=[O:23] |f:2.3.4,^1:56,58,77,96|.